This data is from the Open Reaction Database (ORD), a public repository of structured organic reaction records. The task is: describe an organic reaction: reactants, conditions, products, and yield Starting materials: CCOC(C)=O, CC#N, O=C1CC2C(CC(OC(=O)c3ccc(-c4ccccc4)cc3)C2C=CC(CCc2ccccc2)OC2CCCCO2)O1. The product is O=C1CC2C(CC(OC(=O)c3ccc(-c4ccccc4)cc3)C2CCC(CCc2ccccc2)OC2CCCCO2)O1. Reaction SMILES: [CH3:43][CH2:44][O:45][C:46](=[O:47])[CH3:48].[CH3:49][C:50]#[N:51].[c:1]1(-[c:7]2[cH:8][cH:9][c:10]([C:11](=[O:12])[O:13][CH:14]3[CH:15]([CH:23]=[CH:24][CH:25]([CH2:26][CH2:27][c:28]4[cH:29][cH:30][cH:31][cH:32][cH:33]4)[O:34][CH:35]4[O:36][CH2:37][CH2:38][CH2:39][CH2:40]4)[CH:16]4[CH:17]([O:18][C:19](=[O:21])[CH2:20]4)[CH2:22]3)[cH:41][cH:42]2)[cH:2][cH:3][cH:4][cH:5][cH:6]1>>[c:1]1(-[c:7]2[cH:8][cH:9][c:10]([C:11](=[O:12])[O:13][CH:14]3[CH:15]([CH2:23][CH2:24][CH:25]([CH2:26][CH2:27][c:28]4[cH:29][cH:30][cH:31][cH:32][cH:33]4)[O:34][CH:35]4[O:36][CH2:37][CH2:38][CH2:39][CH2:40]4)[CH:16]4[CH:17]([O:18][C:19](=[O:21])[CH2:20]4)[CH2:22]3)[cH:41][cH:42]2)[cH:2][cH:3][cH:4][cH:5][cH:6]1. Starting materials: CC(=O)Nc1ccc(C(=O)O)c(C)c1, C1CCNC1, O=C(Cl)C(=O)Cl, ClCCl, CN(C)C=O. Yields the product CC(=O)Nc1ccc(C(=O)N2CCCC2)c(C)c1. Reaction SMILES: [C:1]([CH3:2])(=[O:3])[NH:4][c:5]1[cH:6][c:7]([CH3:14])[c:8]([C:9](=[O:10])[OH:11])[cH:12][cH:13]1.[CH2:26]1[CH2:27][CH2:28][NH:29][CH2:30]1.[Cl:20][C:21]([C:22]([Cl:23])=[O:24])=[O:25].[Cl:31][CH2:32][Cl:33].[O:15]=[CH:16][N:17]([CH3:18])[CH3:19]>>[C:1]([CH3:2])(=[O:3])[NH:4][c:5]1[cH:6][c:7]([CH3:14])[c:8]([C:9](=[O:11])[N:29]2[CH2:28][CH2:27][CH2:26][CH2:30]2)[cH:12][cH:13]1. The reactants are CO, Cc1ncn(-c2ccc([N+](=O)[O-])cc2C#N)n1. Product: Cc1ncn(-c2ccc(N)cc2C#N)n1. As a reaction SMILES: [CH3:18][OH:19].[CH3:1][c:2]1[n:3][n:4](-[c:7]2[c:8]([C:9]#[N:10])[cH:11][c:12]([N+:15]([O-:16])=[O:17])[cH:13][cH:14]2)[cH:5][n:6]1>>[CH3:1][c:2]1[n:3][n:4](-[c:7]2[c:8]([C:9]#[N:10])[cH:11][c:12]([NH2:15])[cH:13][cH:14]2)[cH:5][n:6]1. The reagents and catalysts are O=C(O)C(F)(F)F (trifluoroacetic acid). Solvent: CC(C)O (isopropyl alcohol), CC(C)O (isopropylalcohol). The product is Cc1ccc2nc(c3ccc(c4ccccc34)[Br])c(NC3CCCCC3)n2c1. Reactants: C(c1ccc(c2ccccc12)[Br])=O, CC1=CN=C(C=C1)N, [C-]#[N+]C1CCCCC1. Reaction SMILES: CC1=CC=C(N)N=C1.[C-]#[N+]C1CCCCC1.BrC1=C2C=CC=CC2=C(C=O)C=C1>>CC1=CN2C(C=C1)=NC(=C2NC1CCCCC1)C1=C2C=CC=CC2=C(Br)C=C1. Isolated yield 17.8%. Conditions: temperature 22 celsius, time 20 hour. Starting materials: OC1=CC(=C(C=C1)C1=C(C(N(C(N1C)=O)COCC[Si](C)(C)C)=O)C)C (6-(4-hydroxy-2-methylphenyl)-1,5-dimethyl-3-{[2-(trimethylsilyl)ethoxy]methyl}pyrimidine-2,4(1H,3H)-dione), ClC1=NC=CC=C1C(=O)OCC (ethyl 2-chloropyridine-3-carboxylate), C[Mg]I (methylmagnesium iodide), ClC1=NC=CC=C1 (chloropyridine), C([O-])([O-])=O.[Cs+].[Cs+] (cesium carbonate). Reagents/catalysts: [Cu]I (copper(I) iodide). Solvent: N1=CC=CC=C1 (pyridine). Yields the product ClC1=NC=CC=C1C(C)(C)O (2-(2-chloropyridin-3-yl)propan-2-ol). Reaction SMILES: [OH:1][C:2]1[CH:7]=CC(C2N(C)C(=O)N(COCC[Si](C)(C)C)C(=O)C=2C)=C(C)[CH:3]=1.[Cl:27][C:28]1[CH:33]=[CH:32][CH:31]=[CH:30][N:29]=1.C(=O)([O-])[O-].[Cs+].[Cs+].ClC1C(C(OCC)=O)=CC=CN=1.C[Mg]I>N1C=CC=CC=1.[Cu]I>[Cl:27][C:28]1[C:33]([C:2]([OH:1])([CH3:7])[CH3:3])=[CH:32][CH:31]=[CH:30][N:29]=1 |f:2.3.4|. Procedure: In this case, reaction with the chloropyridine was carried out using tris(dibenzylideneacetone)dipalladium(0), 4,5-bis(diphenylphosphino)-9,9-dimethylxanthene (Xantphos) and potassium tert-butoxide in toluene at elevated temperature. 2. Compound C11 was reacted with (4-hydroxyphenyl)boronic acid, under the conditions described for the synthesis of C12 in Example 5, to provide 1-ethyl-6-(4-hydroxyphenyl)-5-methyl-3-{[2-(trimethylsilyl)ethoxy]methyl}pyrimidine-2,4(1H,3H)-dione. 3. Compound C18 was...